This data is from the Open Reaction Database (ORD), a public repository of structured organic reaction records. The task is: describe an organic reaction: reactants, conditions, products, and yield Reactants: C1(CC1)CC(\C(=C/N(C)C)\C1=NC(=NC=C1)NC1=CC=NC=C1)=O ((3Z)-1-Cyclopropyl-4-(dimethylamino)-3-[2-(pyridin-4-ylamino)pyrimidin-4-yl]but-3-en-2-one), C([O-])([O-])=O.[K+].[K+] (potassium carbonate), OC(CNC(=N)N)(C)C (1-(2-hydroxy-2-methylpropyl)guanidine). The solvent is CN(C)C=O (DMF). Reaction conditions: temperature 120 celsius, time 2 hour. Product: C1(CC1)CC1=NC(=NC=C1C1=NC(=NC=C1)NC1=CC=NC=C1)NCC(C)(O)C (1-(4′-(cyclopropylmethyl)-2-(pyridin-4-ylamino)-4,5′-bipyrimidin-2′-ylamino)-2-methylpropan-2-ol). Isolated yield 39.0%. RXN SMILES: [CH:1]1([CH2:4][C:5](=O)/[C:6](/[C:11]2[CH:16]=[CH:15][N:14]=[C:13]([NH:17][C:18]3[CH:23]=[CH:22][N:21]=[CH:20][CH:19]=3)[N:12]=2)=[CH:7]\N(C)C)[CH2:3][CH2:2]1.C(=O)([O-])[O-].[K+].[K+].[OH:31][C:32]([CH3:39])([CH3:38])[CH2:33][NH:34][C:35]([NH2:37])=[NH:36]>CN(C=O)C>[CH:1]1([CH2:4][C:5]2[C:6]([C:11]3[CH:16]=[CH:15][N:14]=[C:13]([NH:17][C:18]4[CH:23]=[CH:22][N:21]=[CH:20][CH:19]=4)[N:12]=3)=[CH:7][N:37]=[C:35]([NH:34][CH2:33][C:32]([CH3:39])([OH:31])[CH3:38])[N:36]=2)[CH2:3][CH2:2]1 |f:1.2.3|. Reported procedure: To a solution of (Z)-1-cyclopropyl-4-(dimethylamino)-3-(2-(pyridin-4-ylamino)pyrimidin-4-yl)but-3-en-2-one (9) (50 mg, 0.155 mmol) in DMF (1288 μl), 1-(2-hydroxy-2-methylpropyl)guanidine and potassium carbonate (107 mg, 0.773 mmol) were added and the reaction mixture was stirred at 120° C. for 2 hours. The crude product was purified by reverse-phase HPLC [30-90% organic phase over 15 minutes] followed by Biotage™ silica gel chromatography [10 g SNAP column, 100% DCM to 12% MeOH/DCM] to obtain th... Reactants: ice water, ON1C(C=2C(C1=O)=CC=CC2)=O (N-hydroxyphthalimide), BrCF (bromofluoromethane), C([O-])([O-])=O.[K+].[K+] (Potassium carbonate). The solvent is CS(=O)C (dimethyl sulfoxide). Reaction conditions: temperature 0 celsius, time 4 hour. Product: FCON1C(C=2C(C1=O)=CC=CC2)=O (N-Fluoromethoxyphthalimide). Isolated yield 57.5%. As a reaction SMILES: [OH:1][N:2]1[C:6](=[O:7])[C:5]2=[CH:8][CH:9]=[CH:10][CH:11]=[C:4]2[C:3]1=[O:12].Br[CH2:14][F:15].C(=O)([O-])[O-].[K+].[K+]>CS(C)=O>[F:15][CH2:14][O:1][N:2]1[C:3](=[O:12])[C:4]2=[CH:11][CH:10]=[CH:9][CH:8]=[C:5]2[C:6]1=[O:7] |f:2.3.4|. Procedure: N-hydroxyphthalimide (80 g) and bromofluoromethane (63.2 g) were added to dry dimethyl sulfoxide (350 ml) which had been cooled to 0° C. Potassium carbonate (135 g) was added further, followed by stirring at room temperature for 4 hours. Thereafter, nitrogen gas was introduced for 1 hour. The reaction mixture was added to ice water (800 ml), followed by extraction three times with ethyl acetate (500 ml). After washing the extract with saturated saline, anhydrous magnesium sulfate was added to th... Starting materials: C(C)(C)(C)OC(NC1=C(C=C(C(=C1)N1CCOCC1)C(F)(F)F)NC(CC(=O)C1=CC(=CC=C1)C=1N(N=CC1)C)=O)=O ((2-{3-[3-(2-methyl-2H-pyrazol-3-yl)-phenyl]-3-oxo-propionylamino}-5-morpholin-4-yl-4-trifluoromethyl-phenyl)-carbamic acid tert.-butyl ester), C(=O)(C(F)(F)F)O (TFA). Solvent: C(Cl)Cl (CH2Cl2). The product is CN1N=CC=C1C=1C=C(C=CC1)C1=NC2=C(NC(C1)=O)C=C(C(=C2)N2CCOCC2)C(F)(F)F (4-[3-(2-Methyl-2H-pyrazol-3-yl)-phenyl]-7-morpholin-4-yl-8-trifluoromethyl-1,3-dihydro-benzo[b][1,4]diazepin-2-one), solid. As a reaction SMILES: C(OC(=O)[NH:7][C:8]1[CH:13]=[C:12]([N:14]2[CH2:19][CH2:18][O:17][CH2:16][CH2:15]2)[C:11]([C:20]([F:23])([F:22])[F:21])=[CH:10][C:9]=1[NH:24][C:25](=[O:41])[CH2:26][C:27]([C:29]1[CH:34]=[CH:33][CH:32]=[C:31]([C:35]2[N:36]([CH3:40])[N:37]=[CH:38][CH:39]=2)[CH:30]=1)=O)(C)(C)C.C(O)(C(F)(F)F)=O>C(Cl)Cl>[CH3:40][N:36]1[C:35]([C:31]2[CH:30]=[C:29]([C:27]3[CH2:26][C:25](=[O:41])[NH:24][C:9]4[CH:10]=[C:11]([C:20]([F:23])([F:22])[F:21])[C:12]([N:14]5[CH2:19][CH2:18][O:17][CH2:16][CH2:15]5)=[CH:13][C:8]=4[N:7]=3)[CH:34]=[CH:33][CH:32]=2)=[CH:39][CH:38]=[N:37]1. Reported procedure: The title compound was prepared from (2-{3-[3-(2-methyl-2H-pyrazol-3-yl)-phenyl]-3-oxo-propionylamino}-5-morpholin-4-yl-4-trifluoromethyl-phenyl)-carbamic acid tert.-butyl ester (Example M22) (100 mg, 0.17 mmol) by treatment with TFA in CH2Cl2 according to the general procedure N. Obtained as an off-white solid (32 mg). Starting materials: [N+](=O)([O-])C1=C(C#N)C(=CC=C1)[N+](=O)[O-] (2,6-dinitrobenzonitrile), Cl.CNC (dimethylamine hydrochloride), [OH-].[K+] (KOH), CN(C=O)C (dimethylformamide). The product is CN(C1=C(C#N)C(=CC=C1)[N+](=O)[O-])C (2-Dimethylamino-6-nitrobenzonitrile). Reaction SMILES: [N+:1]([C:4]1[CH:11]=[CH:10][CH:9]=C([N+]([O-])=O)[C:5]=1[C:6]#[N:7])([O-:3])=[O:2].Cl.CNC.[OH-].[K+].[CH3:21][N:22]([CH3:25])[CH:23]=O>>[CH3:21][N:22]([CH3:25])[C:23]1[CH:9]=[CH:10][CH:11]=[C:4]([N+:1]([O-:3])=[O:2])[C:5]=1[C:6]#[N:7] |f:1.2,3.4|. Procedure details: 2-Dimethylamino-6-nitrobenzonitrile is prepared from molar equivalents of 2,6-dinitrobenzonitrile and dimethylamine hydrochloride in dimethylformamide in the presence of aqueous KOH. Reactants: C(C)OC(CC(C)(O)C1=CC=C(C=C1)OC1=CC=CC=C1)=O (3-p-phenoxyphenyl-3-hydroxybutyric acid ethyl ester). Solvent: C(C)O (ethanol). Reaction SMILES: C([O:3][C:4](=[O:22])[CH2:5][C:6]([C:9]1[CH:14]=[CH:13][C:12]([O:15][C:16]2[CH:21]=[CH:20][CH:19]=[CH:18][CH:17]=2)=[CH:11][CH:10]=1)([OH:8])[CH3:7])C>C(O)C>[O:15]([C:12]1[CH:13]=[CH:14][C:9]([C:6]([OH:8])([CH3:7])[CH2:5][C:4]([OH:22])=[O:3])=[CH:10][CH:11]=1)[C:16]1[CH:17]=[CH:18][CH:19]=[CH:20][CH:21]=1. Reported procedure: 10 g. of 3-p-phenoxyphenyl-3-hydroxybutyric acid ethyl ester are dissolved in 50 ml. of ethanol and the solution is boiled for 15 minutes with 2 g. of KOH, evaporated and subjected to standard working up to give 3-p-phenoxyphenyl-3-hydroxybutyric acid, m.p. 137°-138°. Cyclohexylamine salt, m.p. 188°-189°. Product: O(C1=CC=CC=C1)C1=CC=C(C=C1)C(CC(=O)O)(C)O (3-p-phenoxyphenyl-3-hydroxybutyric acid).